From a dataset of the Open Reaction Database (ORD), a public repository of structured organic reaction records. describe an organic reaction: reactants, conditions, products, and yield The product is COc1cccc(C(=O)NN2C(c3ccccc3)=NOC2(C)C)c1C. Starting materials: CC1(C)ON=C(c2ccccc2)N1N, COc1cccc(C(=O)Cl)c1C, ClCCl, [K+], [K+], O=C([O-])[O-], O. Reaction SMILES: [CH3:1][C:2]1([CH3:14])[N:3]([NH2:13])[C:4]([c:7]2[cH:8][cH:9][cH:10][cH:11][cH:12]2)=[N:5][O:6]1.[CH3:21][c:22]1[c:23]([C:24](=[O:25])[Cl:26])[cH:27][cH:28][cH:29][c:30]1[O:31][CH3:32].[Cl:34][CH2:35][Cl:36].[K+:15].[K+:16].[O-:17][C:18]([O-:19])=[O:20].[OH2:33]>>[CH3:1][C:2]1([CH3:14])[N:3]([NH:13][C:24]([c:23]2[c:22]([CH3:21])[c:30]([O:31][CH3:32])[cH:29][cH:28][cH:27]2)=[O:25])[C:4]([c:7]2[cH:8][cH:9][cH:10][cH:11][cH:12]2)=[N:5][O:6]1. The reactants are Cc1ccccc1, O=C=NCCCCl, Nc1cccnc1. The product is O=C(NCCCCl)Nc1cccnc1. RXN SMILES: [CH3:15][c:16]1[cH:17][cH:18][cH:19][cH:20][cH:21]1.[Cl:1][CH2:2][CH2:3][CH2:4][N:5]=[C:6]=[O:7].[n:8]1[cH:9][c:10]([NH2:14])[cH:11][cH:12][cH:13]1>>[Cl:1][CH2:2][CH2:3][CH2:4][NH:5][C:6](=[O:7])[NH:14][c:10]1[cH:9][n:8][cH:13][cH:12][cH:11]1. Starting materials: CNC, COC(=O)c1cncc(-c2ccc(C(C)N3CCC(CCCO)(c4ccc(F)cc4)OC3=O)cc2)c1. Product: CC(c1ccc(-c2cncc(C(=O)N(C)C)c2)cc1)N1CCC(CCCO)(c2ccc(F)cc2)OC1=O. RXN SMILES: [CH3:37][NH:38][CH3:39].[F:1][c:2]1[cH:3][cH:4][c:5]([C:8]2([CH2:33][CH2:34][CH2:35][OH:36])[CH2:9][CH2:10][N:11]([CH:15]([CH3:16])[c:17]3[cH:18][cH:19][c:20](-[c:23]4[cH:24][n:25][cH:26][c:27]([C:28](=[O:29])[O:30][CH3:31])[cH:32]4)[cH:21][cH:22]3)[C:12](=[O:14])[O:13]2)[cH:6][cH:7]1>>[F:1][c:2]1[cH:3][cH:4][c:5]([C:8]2([CH2:33][CH2:34][CH2:35][OH:36])[CH2:9][CH2:10][N:11]([CH:15]([CH3:16])[c:17]3[cH:18][cH:19][c:20](-[c:23]4[cH:24][n:25][cH:26][c:27]([C:28](=[O:29])[N:38]([CH3:37])[CH3:39])[cH:32]4)[cH:21][cH:22]3)[C:12](=[O:14])[O:13]2)[cH:6][cH:7]1.